Task: describe an organic reaction: reactants, conditions, products, and yield. Dataset: the Open Reaction Database (ORD), a public repository of structured organic reaction records Reactants: COc1cc(CCOP(=O)(OCc2ccccc2)OCc2ccccc2)ccc1OC(C)=O, CO, [K+], [K+], O=C([O-])[O-]. Product: COc1cc(CCOP(=O)(OCc2ccccc2)OCc2ccccc2)ccc1O. As a reaction SMILES: [C:7](=[O:8])([CH3:9])[O:10][c:11]1[c:12]([O:38][CH3:39])[cH:13][c:14]([CH2:17][CH2:18][O:19][P:20](=[O:21])([O:22][CH2:23][c:24]2[cH:25][cH:26][cH:27][cH:28][cH:29]2)[O:30][CH2:31][c:32]2[cH:33][cH:34][cH:35][cH:36][cH:37]2)[cH:15][cH:16]1.[CH3:40][OH:41].[K+:1].[K+:2].[O-:3][C:4]([O-:5])=[O:6]>>[OH:10][c:11]1[c:12]([O:38][CH3:39])[cH:13][c:14]([CH2:17][CH2:18][O:19][P:20](=[O:21])([O:22][CH2:23][c:24]2[cH:25][cH:26][cH:27][cH:28][cH:29]2)[O:30][CH2:31][c:32]2[cH:33][cH:34][cH:35][cH:36][cH:37]2)[cH:15][cH:16]1. Solvent: C(C)O (ethanol), C(C)O (ethanol). As a reaction SMILES: S(O)(O)(=O)=[O:2].C(N1C[CH2:13][N:12]([CH2:15][C:16]2[CH:21]=[CH:20][CH:19]=[CH:18][CH:17]=2)[CH2:11]C1)(=N)N.[OH-:22].[Na+]>C(O)C>[CH3:11][N:12]([CH:15]=[C:16]1[C:21](=[O:22])[CH2:20][CH2:19][CH2:18][C:17]1=[O:2])[CH3:13] |f:0.1,2.3|. Procedure: To an ethanol suspension (60 ml) of 10.73 g (40 mmol) of 1-amidino-4-benzylpiperazine sulfate, were added an ethanol solution (80 ml) of 1.6 g (40 mmol) of sodium hydroxide and then 6.69 g (40 mmol) of the 2-dimethylaminomethylenecyclohexane-1,3-dione obtained in Referential Example 46. The resultant mixture was heated under reflux for 4 hours. After cooling the reaction mixture to room temperature, the solvent was distilled off. The residue was added with 100 ml of water and then extracted twic... Starting materials: S(=O)(=O)(O)O.C(N)(=N)N1CCN(CC1)CC1=CC=CC=C1 (1-amidino-4-benzylpiperazine sulfate), [OH-].[Na+] (sodium hydroxide). The yield is 100.0%. Yields the product CN(C)C=C1C(CCCC1=O)=O (2-dimethylaminomethylenecyclohexane-1,3-dione). The reactants are C(C)OC1=NC2=C(NC(C1)=O)C=CC=C2 (4-ethoxy-1,3-dihydro-benzo[b][1,4]diazepin-2-one), 3(A), C(C1=CC=CC=C1)(=O)NN (benzoic acid hydrazide). Run in CC(=O)O (AcOH). Reaction conditions: temperature 120 celsius. Product: C1(=CC=CC=C1)C1=NN=C2CC(NC3=C(N12)C=CC=C3)=O (1-phenyl-4H,6H-2,3,6,10b-tetraaza-benzo[e]azulen-5-one). As a reaction SMILES: C(O[C:4]1[CH2:10][C:9](=[O:11])[NH:8][C:7]2[CH:12]=[CH:13][CH:14]=[CH:15][C:6]=2[N:5]=1)C.[C:16]([NH:24][NH2:25])(=O)[C:17]1[CH:22]=[CH:21][CH:20]=[CH:19][CH:18]=1>CC(O)=O>[C:17]1([C:16]2[N:5]3[C:4]([CH2:10][C:9](=[O:11])[NH:8][C:7]4[CH:12]=[CH:13][CH:14]=[CH:15][C:6]=43)=[N:25][N:24]=2)[CH:22]=[CH:21][CH:20]=[CH:19][CH:18]=1. Reported procedure: To a solution of 4-ethoxy-1,3-dihydro-benzo[b][1,4]diazepin-2-one (Preparation 3(A) (5 g, 24 mmol) in glacial AcOH (75 mL) was added benzoic acid hydrazide (3.33 g, 24.5 mmol). The reaction mixture was heated to 120° C. for 2 hours and was cooled to room temperature. The solvent was removed in vacuo by azeotropic distillation with heptane (2×). The residue was dissolved in a minimum amount of methylene chloride and 50 mL ethyl acetate and the solution was poured slowly with stirring into a solut... The reactants are [BH4-], CO, COc1cc(Cl)ccc1C(C)(C)CC(O)(C=Nc1cccc2nc(C(N)=O)ccc12)C(F)(F)F, [Na+]. The product is COc1cc(Cl)ccc1C(C)(C)CC(O)(CNc1cccc2nc(C(N)=O)ccc12)C(F)(F)F. RXN SMILES: [BH4-:35].[CH3:37][OH:38].[Cl:1][c:2]1[cH:3][c:4]([O:33][CH3:34])[c:5]([C:8]([CH2:9][C:10]([CH:11]=[N:12][c:13]2[c:14]3[cH:15][cH:16][c:17]([C:23](=[O:24])[NH2:25])[n:18][c:19]3[cH:20][cH:21][cH:22]2)([C:26]([F:27])([F:28])[F:29])[OH:30])([CH3:31])[CH3:32])[cH:6][cH:7]1.[Na+:36]>>[Cl:1][c:2]1[cH:3][c:4]([O:33][CH3:34])[c:5]([C:8]([CH2:9][C:10]([CH2:11][NH:12][c:13]2[c:14]3[cH:15][cH:16][c:17]([C:23](=[O:24])[NH2:25])[n:18][c:19]3[cH:20][cH:21][cH:22]2)([C:26]([F:27])([F:28])[F:29])[OH:30])([CH3:31])[CH3:32])[cH:6][cH:7]1. As a reaction SMILES: S(Cl)([Cl:3])=O.O[CH2:6][CH2:7][NH:8][C:9]1[N:13]([CH2:14][C:15]([C:17]2[CH:22]=[CH:21][CH:20]=[CH:19][CH:18]=2)=[O:16])[C:12]2[CH:23]=[CH:24][CH:25]=[CH:26][C:11]=2[N:10]=1>C(Cl)(Cl)Cl>[ClH:3].[CH2:14]([N:13]1[C:12]2[CH:23]=[CH:24][CH:25]=[CH:26][C:11]=2[N:10]=[C:9]1[NH:8][CH2:7][CH2:6][Cl:3])[C:15]([C:17]1[CH:22]=[CH:21][CH:20]=[CH:19][CH:18]=1)=[O:16] |f:3.4|. Yield: 90.0%. Reactants: S(=O)(Cl)Cl (thionyl chloride), OCCNC1=NC2=C(N1CC(=O)C1=CC=CC=C1)C=CC=C2 (2-(2-Hydroxyethylamino)-1-phenacylbenzimidazole). Solvent: C(Cl)(Cl)Cl (chloroform). Procedure details: Add 0.7 ml (10 mmol) of freshly distilled thionyl chloride, with stirring, to a suspension of 1.5 g (5 mmol) of the base obtained above in 25 ml of anhydrous chloroform. Heat the resulting solution at reflux for 1 hour. After cooling, the 1-phenacyl-2-(2-chloroethylamino)benzimidazole hydrochloride precipitate is isolated by filtration, washed with petroleum ether and recrystallised from a mixture of ethanol/ether. Yields the product Cl.C(C(=O)C1=CC=CC=C1)N1C(=NC2=C1C=CC=C2)NCCCl (1-phenacyl-2-(2-chloroethylamino)benzimidazole hydrochloride). Reactants: ClC=1C=CC(=C(C1)C1=CC(N(C=C1OC)CC(=O)OC(C)(C)C)=O)C#N (tert-butyl [4-(5-chloro-2-cyanophenyl)-5-methoxy-2-oxopyridin-1(2H)-yl]acetate), bis(trimethylsilyl)lithium amide, FC(S(=O)(=O)OCC1(CCC1)C(F)(F)F)(F)F ([1-(trifluoromethyl)cyclobutyl]methyl trifluoromethanesulphonate). Yields the product ClC=1C=CC(=C(C1)C1=CC(N(C=C1OC)C(C(=O)OC(C)(C)C)CC1(CCC1)C(F)(F)F)=O)C#N (tert-Butyl 2-[4-(5-chloro-2-cyanophenyl)-5-methoxy-2-oxopyridin-1(2H)-yl]-3-[1-(trifluoromethyl)cyclobutyl]propanoate). RXN SMILES: [Cl:1][C:2]1[CH:3]=[CH:4][C:5]([C:25]#[N:26])=[C:6]([C:8]2[C:13]([O:14][CH3:15])=[CH:12][N:11]([CH2:16][C:17]([O:19][C:20]([CH3:23])([CH3:22])[CH3:21])=[O:18])[C:10](=[O:24])[CH:9]=2)[CH:7]=1.FC(F)(F)S(O[CH2:33][C:34]1([C:38]([F:41])([F:40])[F:39])[CH2:37][CH2:36][CH2:35]1)(=O)=O>>[Cl:1][C:2]1[CH:3]=[CH:4][C:5]([C:25]#[N:26])=[C:6]([C:8]2[C:13]([O:14][CH3:15])=[CH:12][N:11]([CH:16]([CH2:33][C:34]3([C:38]([F:41])([F:40])[F:39])[CH2:37][CH2:36][CH2:35]3)[C:17]([O:19][C:20]([CH3:21])([CH3:22])[CH3:23])=[O:18])[C:10](=[O:24])[CH:9]=2)[CH:7]=1. Reported procedure: 383 mg (1.02 mmol) of tert-butyl [4-(5-chloro-2-cyanophenyl)-5-methoxy-2-oxopyridin-1(2H)-yl]acetate in the presence of 1.23 ml (1.23 mmol, 1.2 eq.) of bis(trimethylsilyl)lithium amide (1M in THF) and 780 mg (purity 60%, 1.64 mmol, 1.6 eq.) of [1-(trifluoromethyl)cyclobutyl]methyl trifluoromethanesulphonate were reacted according to General Method 7B. Yield: 119 mg (purity 91%, 21% of theory) The reactants are COC1=C(CN2C(C(=CC(=C2C=2C=C3C=C(N(C3=CC2)C)CCOS(=O)(=O)C)CC)C(=O)OC)=O)C=CC(=C1)OC (methyl 1-(2,4-dimethoxybenzyl)-5-ethyl-6-(1-methyl-2-(2-(methylsulfonyloxy)ethyl)-1H-indol-5-yl)-2-oxo-1,2-dihydropyridine-3-carboxylate), [N-]=[N+]=[N-].[Na+] (NaN3). Solvent: O (H2O), CS(=O)C (DMSO). Conditions: temperature 80 celsius. The product is N(=[N+]=[N-])CCC=1N(C2=CC=C(C=C2C1)C1=C(C=C(C(N1CC1=C(C=C(C=C1)OC)OC)=O)C(=O)OC)CC)C (methyl 6-(2-(2-azidoethyl)-1-methyl-1H-indol-5-yl)-1-(2,4-dimethoxybenzyl)-5-ethyl-2-oxo-1,2-dihydropyridine-3-carboxylate). The yield is 72.7%. As a reaction SMILES: [CH3:1][O:2][C:3]1[CH:39]=[C:38]([O:40][CH3:41])[CH:37]=[CH:36][C:4]=1[CH2:5][N:6]1[C:11]([C:12]2[CH:13]=[C:14]3[C:18](=[CH:19][CH:20]=2)[N:17]([CH3:21])[C:16]([CH2:22][CH2:23]OS(C)(=O)=O)=[CH:15]3)=[C:10]([CH2:29][CH3:30])[CH:9]=[C:8]([C:31]([O:33][CH3:34])=[O:32])[C:7]1=[O:35].[N-:42]=[N+:43]=[N-:44].[Na+]>CS(C)=O.O>[N:42]([CH2:23][CH2:22][C:16]1[N:17]([CH3:21])[C:18]2[C:14]([CH:15]=1)=[CH:13][C:12]([C:11]1[N:6]([CH2:5][C:4]3[CH:36]=[CH:37][C:38]([O:40][CH3:41])=[CH:39][C:3]=3[O:2][CH3:1])[C:7](=[O:35])[C:8]([C:31]([O:33][CH3:34])=[O:32])=[CH:9][C:10]=1[CH2:29][CH3:30])=[CH:20][CH:19]=2)=[N+:43]=[N-:44] |f:1.2|. Reported procedure: To solution of methyl 1-(2,4-dimethoxybenzyl)-5-ethyl-6-(1-methyl-2-(2-(methylsulfonyloxy)ethyl)-1H-indol-5-yl)-2-oxo-1,2-dihydropyridine-3-carboxylate (309.6 mg, 0.53 mmol), prepared according to procedure described in Example 159 Step 10, in DMSO (2 mL) was added NaN3 (100 mg, 1.54 mmol). The reaction mixture was heated at 80° C. for 1.5 h until complete consumption of starting material was observed. The reaction mixture was then diluted with H2O and the product was extracted with DCM (3×10 mL...